Dataset: the Open Reaction Database (ORD), a public repository of structured organic reaction records. Task: describe an organic reaction: reactants, conditions, products, and yield The reactants are CCOC(=O)CN1CCN(C(=O)c2cc(F)cnc2Oc2cc(Cl)ccc2Cl)c2ccccc21, C1CCOC1, [Na+], [OH-]. Yields the product O=C(O)CN1CCN(C(=O)c2cc(F)cnc2Oc2cc(Cl)ccc2Cl)c2ccccc21. RXN SMILES: [CH2:1]([CH3:2])[O:3][C:4]([CH2:5][N:6]1[CH2:7][CH2:8][N:9]([C:16](=[O:17])[c:18]2[c:19]([O:25][c:26]3[c:27]([Cl:33])[cH:28][cH:29][c:30]([Cl:32])[cH:31]3)[n:20][cH:21][c:22]([F:24])[cH:23]2)[c:10]2[cH:11][cH:12][cH:13][cH:14][c:15]21)=[O:34].[CH2:37]1[O:38][CH2:39][CH2:40][CH2:41]1.[Na+:36].[OH-:35]>>[O:3]=[C:4]([CH2:5][N:6]1[CH2:7][CH2:8][N:9]([C:16](=[O:17])[c:18]2[c:19]([O:25][c:26]3[c:27]([Cl:33])[cH:28][cH:29][c:30]([Cl:32])[cH:31]3)[n:20][cH:21][c:22]([F:24])[cH:23]2)[c:10]2[cH:11][cH:12][cH:13][cH:14][c:15]21)[OH:34]. Product: ClC=1C=C(C(C(=O)O)=CC1)C(=O)O (4-chlorophthalic acid). Solvent: O (water). Reactants: C(C=1C(C(=O)O)=CC=CC1)(=O)O (phthalic acid), ClCl (chlorine), [OH-].[Na+] (sodium hydroxide), ClC=1C=C(C(C(=O)O)=CC1Cl)C(=O)O (4,5-dichlorophthalic acid), ClC1=C(C(C(=O)O)=CC=C1Cl)C(=O)O (3,4-dichlorophthalic acid), ClC1=C(C(C(=O)O)=C(C=C1)Cl)C(=O)O (3,6-dichlorophthalic acid), ClC1=C(C(=C(C(C(=O)O)=C1)C(=O)O)Cl)Cl (trichlorophthalic acid). As a reaction SMILES: C(O)(=O)C1C(=CC=CC=1)C(O)=O.ClCl.[OH-].[Na+].[Cl:17][C:18]1[CH:19]=[C:20]([C:28]([OH:30])=[O:29])[C:21](=[CH:25][C:26]=1Cl)[C:22]([OH:24])=[O:23].ClC1C(Cl)=CC=C(C(O)=O)C=1C(O)=O.ClC1C=CC(Cl)=C(C(O)=O)C=1C(O)=O.ClC1C=C(C(O)=O)C(C(O)=O)=C(Cl)C=1Cl>O>[Cl:17][C:18]1[CH:19]=[C:20]([C:28]([OH:30])=[O:29])[C:21](=[CH:25][CH:26]=1)[C:22]([OH:24])=[O:23] |f:2.3|. The yield is 4.0%. Reported procedure: The chlorination of the phthalic acid is effected in analogy with known methods in water at 45° to 50° by admitting chlorine gas with the pH value being kept at approximately 5 by the addition of aqueous sodium hydroxide. After approximately 10 hours reacting, a mixture containing approximately 63% 4,5-dichlorophthalic acid, 17% 3,4-dichlorophthalic acid, 9% 3,6-dichlorophthalic acid, 6% trichlorophthalic acid and 4% 4-chlorophthalic acid (chromatographic analysis) is obtained. The mixture is he... Reaction conditions: time 10 hour.